Dataset: the Open Reaction Database (ORD), a public repository of structured organic reaction records. Task: describe an organic reaction: reactants, conditions, products, and yield RXN SMILES: [Br-:22].[K+:23].[Li+:21].[NH2:1][c:2]1[c:3]([Br:18])[cH:4][c:5]([C:6](=[O:7])[CH:8]2[CH:9]([C:11](=[O:12])[O:13][CH3:14])[CH2:10]2)[cH:15][c:16]1[Br:17].[O:24]1[CH2:25][CH2:26][CH2:27][CH2:28]1.[OH-:20].[OH2:19].[OH2:29]>>[NH2:1][c:2]1[c:3]([Br:18])[cH:4][c:5]([C:6](=[O:7])[CH:8]2[CH:9]([C:11](=[O:12])[OH:13])[CH2:10]2)[cH:15][c:16]1[Br:17]. Reactants: [Br-], [K+], [Li+], COC(=O)C1CC1C(=O)c1cc(Br)c(N)c(Br)c1, C1CCOC1, [OH-], O, O. Product: Nc1c(Br)cc(C(=O)C2CC2C(=O)O)cc1Br.